describe an organic reaction: reactants, conditions, products, and yield From a dataset of the Open Reaction Database (ORD), a public repository of structured organic reaction records. Procedure: --The nonynylpyrimidine 38 (1.50 g, 3.39 mmol) was hydrogenated over 5% Pd/C in ethyl acetate to give the nonylpyrimidine 39 (1.39 g, 92%) (from MeOH/EtOH), transitions/° C. K 42.8 SC 53.6 I; νmax /cm-1 (KBr) 2920, 2950, 1625, 1540, 1475, 1465, 1430, 1310, 1200 and 1080s; δ 0.90(6H, m, Me×2), 1.16-1.56 (22H, m), 1.67 (2H, quint, ArCH2CH2), 1.85 (2H, quint, OCH2CH2), 2.63 (2H, t, ArCH2), 4.10 (2H, t, OCH2), 6.82 (1H, ddd, J8.5, 8 and 2, 5'-H), 7.80 (1H, ddd, J8.5, 8 and 2, 6'-H) and 8.65 (2H, s, ... The solvent is C(C)(=O)OCC (ethyl acetate). Reaction SMILES: [F:1][C:2]1[C:7]([F:8])=[C:6]([O:9][CH2:10][CH2:11][CH2:12][CH2:13][CH2:14][CH2:15][CH2:16][CH3:17])[CH:5]=[CH:4][C:3]=1[C:18]1[N:23]=[CH:22][C:21]([C:24]#[C:25][CH2:26][CH2:27][CH2:28][CH2:29][CH2:30][CH2:31][CH3:32])=[CH:20][N:19]=1>C(OCC)(=O)C.[Pd]>[F:1][C:2]1[C:7]([F:8])=[C:6]([O:9][CH2:10][CH2:11][CH2:12][CH2:13][CH2:14][CH2:15][CH2:16][CH3:17])[CH:5]=[CH:4][C:3]=1[C:18]1[N:19]=[CH:20][C:21]([CH2:24][CH2:25][CH2:26][CH2:27][CH2:28][CH2:29][CH2:30][CH2:31][CH3:32])=[CH:22][N:23]=1. Reactants: FC1=C(C=CC(=C1F)OCCCCCCCC)C1=NC=C(C=N1)C#CCCCCCCC (2-(2',3'-Difluoro-4'-octyloxyphenyl)-5-non-1-ynylpyrimidine). The product is FC1=C(C=CC(=C1F)OCCCCCCCC)C1=NC=C(C=N1)CCCCCCCCC (2-(2',3'-Difluoro-4'-octyloxyphenyl)-5-nonylpyrimidine). Yield: 91.8%. Reagents/catalysts: [Pd] (Pd/C). Starting materials: C1COCCN1, C1COCCO1, Clc1ccc(-c2cc3nc(Cl)cc(Cl)n3n2)cc1. Product: Clc1ccc(-c2cc3nc(Cl)cc(N4CCOCC4)n3n2)cc1. Reaction SMILES: [CH2:19]1[CH2:20][O:21][CH2:22][CH2:23][NH:24]1.[CH2:25]1[O:26][CH2:27][CH2:28][O:29][CH2:30]1.[Cl:1][c:2]1[n:3][c:4]2[n:5]([c:6]([Cl:8])[cH:7]1)[n:9][c:10](-[c:12]1[cH:13][cH:14][c:15]([Cl:18])[cH:16][cH:17]1)[cH:11]2>>[Cl:1][c:2]1[n:3][c:4]2[n:5]([c:6]([N:24]3[CH2:19][CH2:20][O:21][CH2:22][CH2:23]3)[cH:7]1)[n:9][c:10](-[c:12]1[cH:13][cH:14][c:15]([Cl:18])[cH:16][cH:17]1)[cH:11]2. Starting materials: CCO, CCOC(=O)c1cc(OC)c2c(C=O)cn(C3CC3)c2c1. Yields the product CCOC(=O)c1cc(OC)c2c(C)cn(C3CC3)c2c1. As a reaction SMILES: [CH3:22][CH2:23][OH:24].[CH:1]1([n:4]2[cH:5][c:6]([CH:20]=[O:21])[c:7]3[c:8]([O:18][CH3:19])[cH:9][c:10]([C:13](=[O:14])[O:15][CH2:16][CH3:17])[cH:11][c:12]23)[CH2:2][CH2:3]1>>[CH:1]1([n:4]2[cH:5][c:6]([CH3:20])[c:7]3[c:8]([O:18][CH3:19])[cH:9][c:10]([C:13](=[O:14])[O:15][CH2:16][CH3:17])[cH:11][c:12]23)[CH2:2][CH2:3]1. Starting materials: C(#N)C1=CC=C(CNC(C(OCC)C2=C(C(=CC=C2F)C=O)F)=O)C=C1 ((RS)-N-(4-cyano-benzyl)-2-(2,6-difluoro-3-formyl-phenyl)-2-ethoxy-acetamide), [BH4-].[Na+] (NaBH4). Solvent: CCO (EtOH). Reaction conditions: time 4 hour. Product: C(#N)C1=CC=C(CNC(C(OCC)C2=C(C(=CC=C2F)CO)F)=O)C=C1 ((RS)-N-(4-cyano-benzyl)-2-(2,6-difluoro-3-hydroxymethyl-phenyl)-2-ethoxy-acetamide). Yield: 57.7%. RXN SMILES: [C:1]([C:3]1[CH:26]=[CH:25][C:6]([CH2:7][NH:8][C:9](=[O:24])[CH:10]([C:14]2[C:19]([F:20])=[CH:18][CH:17]=[C:16]([CH:21]=[O:22])[C:15]=2[F:23])[O:11][CH2:12][CH3:13])=[CH:5][CH:4]=1)#[N:2].[BH4-].[Na+]>CCO>[C:1]([C:3]1[CH:4]=[CH:5][C:6]([CH2:7][NH:8][C:9](=[O:24])[CH:10]([C:14]2[C:19]([F:20])=[CH:18][CH:17]=[C:16]([CH2:21][OH:22])[C:15]=2[F:23])[O:11][CH2:12][CH3:13])=[CH:25][CH:26]=1)#[N:2] |f:1.2|. Procedure details: A suspension of (RS)-N-(4-cyano-benzyl)-2-(2,6-difluoro-3-formyl-phenyl)-2-ethoxy-acetamide (300 mg) in EtOH (1 ml) was treated with NaBH4 (66 mg) at 0°. The reaction mixture was stirred for 4 hrs at rt, then poured onto ice and extracted with EtOAc. The organic layers were combined, dried over MgSO4, filtrated and concentrated. The crude product was isolated by flash chromatography (CH2CH12=>CH2C2-12MeOH 4:1) to give (RS)-N-(4-cyano-benzyl)-2-(2,6-difluoro-3-hydroxymethyl-phenyl)-2-ethoxy-aceta...